Dataset: the Open Reaction Database (ORD), a public repository of structured organic reaction records. Task: describe an organic reaction: reactants, conditions, products, and yield Starting materials: ClC=1C=C(C=NC1Cl)N1C[C@@H]2CN[C@@H]2C1 ((1S,5S)-3-(5,6-Dichloropyridin-3-yl)-3,6-diaza-bicyclo[3.2.0]heptane), C(CC(O)(C(=O)O)CC(=O)O)(=O)O (citric acid), N (NH3), O (water). Solvent: C1CCOC1 (THF), CO (MeOH). Conditions: time 6 hour. The product is C(CC(O)(C(=O)O)CC(=O)O)(=O)O.ClC=1C=C(C=NC1Cl)N1C[C@@H]2CN[C@@H]2C1.ClC=1C=C(C=NC1Cl)N1C[C@@H]2CN[C@@H]2C1 ((1S,5S)-3-(5,6-Dichloro-pyridin-3-yl)-3,6-diaza-bicyclo[3.2.0]heptane hemicitrate). As a reaction SMILES: [Cl:1][C:2]1[CH:3]=[C:4]([N:9]2[CH2:15][C@@H:14]3[C@@H:11]([CH2:12][NH:13]3)[CH2:10]2)[CH:5]=[N:6][C:7]=1[Cl:8].[C:16]([OH:28])(=[O:27])[CH2:17][C:18]([CH2:23][C:24]([OH:26])=[O:25])([C:20]([OH:22])=[O:21])[OH:19].O.N>C1COCC1.CO>[C:16]([OH:28])(=[O:27])[CH2:17][C:18]([CH2:23][C:24]([OH:26])=[O:25])([C:20]([OH:22])=[O:21])[OH:19].[Cl:1][C:2]1[CH:3]=[C:4]([N:9]2[CH2:15][C@@H:14]3[C@@H:11]([CH2:12][NH:13]3)[CH2:10]2)[CH:5]=[N:6][C:7]=1[Cl:8].[Cl:1][C:2]1[CH:3]=[C:4]([N:9]2[CH2:15][C@@H:14]3[C@@H:11]([CH2:12][NH:13]3)[CH2:10]2)[CH:5]=[N:6][C:7]=1[Cl:8] |f:6.7.8|. Procedure: Under N2, to a solution of the product of Example 5J (122 mg, 0.5 mmol) in THF (5 mL) was slowly added the solution of citric acid (115 mg, 0.6 mmol) in MeOH (0.6 mL). The mixture was then stirred at ambient temperature for 6 h. White solid started to precipitate. The solid was then filtered and dried (160 mg, yield, 94%). M.p. 165-172° C. Solubility: 15.7 mg/mL (water). 1H NMR (CD3OD, 300 MHZ) δ 2.70 (d, J=15.2 Hz 1H), 2.78 (d, J=15.2 Hz 1H), 3.07 (dd, J=10.5, 6.5 Hz, 1H), 3.16 (dd, J=12.2, 4.7... The reactants are C(C)(=O)OCC (ethyl acetate), C(C)OC(CC(CCCCCCCCC=CCC=CCCCCC)=O)OCC (1,1-Diethoxy-12,15-heneicosadiene-3-one), C(C)(C)NC1CCCCC1 (Isopropyl cyclohexylamine), C(CCC)[Li] (n-butyl lithium), Cl (hydrochloric acid). Solvent: O1CCCC1 (tetrahydrofuran), O1CCCC1 (tetrahydrofuran), O1CCCC1 (tetrahydrofuran). Run at temperature -78 celsius, time 10 minute. Product: C(C)OC(CC(CC(=O)OCC)(CCCCCCCCC=CCC=CCCCCC)O)OCC (ethyl 3-(2,2-diethoxyethyl)-3-hydroxy-12,15-heneicosadienoate), oil. As a reaction SMILES: C(NC1CCCCC1)(C)C.C([Li])CCC.[C:16]([O:19][CH2:20][CH3:21])(=[O:18])[CH3:17].[CH2:22]([O:24][CH:25]([O:47][CH2:48][CH3:49])[CH2:26][C:27](=[O:46])[CH2:28][CH2:29][CH2:30][CH2:31][CH2:32][CH2:33][CH2:34][CH2:35][CH:36]=[CH:37][CH2:38][CH:39]=[CH:40][CH2:41][CH2:42][CH2:43][CH2:44][CH3:45])[CH3:23].Cl>O1CCCC1>[CH2:48]([O:47][CH:25]([O:24][CH2:22][CH3:23])[CH2:26][C:27]([OH:46])([CH2:28][CH2:29][CH2:30][CH2:31][CH2:32][CH2:33][CH2:34][CH2:35][CH:36]=[CH:37][CH2:38][CH:39]=[CH:40][CH2:41][CH2:42][CH2:43][CH2:44][CH3:45])[CH2:17][C:16]([O:19][CH2:20][CH3:21])=[O:18])[CH3:49]. Procedure: Isopropyl cyclohexylamine (565 mg, 4 mmole) in 10 ml of anhydrous tetrahydrofuran was cooled to -78° C. in a 3 neck round bottom flask and n-butyl lithium (2 ml, 4 mmole) was added dropwise. After 10 minutes, ethyl acetate (300 mg, 4 mmole) in 5 ml of tetrahydrofuran was added dropwise over a 15 minute period and the reaction mixture was stirred for 30 minutes at -78° C. following the addition. 1,1-Diethoxy-12,15-heneicosadiene-3-one (1.5 g) in 5 ml of tetrahydrofuran was added within 1 minute a... Starting materials: CC(C)O, Fc1cccc2c1C1=NCCN1c1c(-c3noc(C4CC4)n3)ncn1-2, [Na]. The product is CC(C)Oc1cccc2c1C1=NCCN1c1c(-c3noc(C4CC4)n3)ncn1-2. RXN SMILES: [CH:27]([CH3:28])([CH3:29])[OH:30].[CH:2]1([c:5]2[n:6][c:7](-[c:10]3[n:11][cH:12][n:13]4[c:14]3[N:15]3[C:16](=[N:24][CH2:25][CH2:26]3)[c:17]3[c:18]([F:23])[cH:19][cH:20][cH:21][c:22]3-4)[n:8][o:9]2)[CH2:3][CH2:4]1.[Na:1]>>[CH:2]1([c:5]2[n:6][c:7](-[c:10]3[n:11][cH:12][n:13]4[c:14]3[N:15]3[C:16](=[N:24][CH2:25][CH2:26]3)[c:17]3[c:18]([O:30][CH:27]([CH3:28])[CH3:29])[cH:19][cH:20][cH:21][c:22]3-4)[n:8][o:9]2)[CH2:3][CH2:4]1. The reactants are N(O)=C1SC(C(=N1)C1=CC=C(C=C1)Cl)(C)C (2-oxo-4-(p-chlorophenyl)-5,5-dimethyl-3-thiazoline-oxime), CN=C=O (methyl isocyanate). The product is CNC(=O)ON=C1SC(C(=N1)C1=CC=C(C=C1)Cl)(C)C (2-oxo-4-(p-chlorophenyl)-5,5-dimethyl-3-thiazoline-O-(methylcarbamoyl)-oxime). RXN SMILES: [N:1](=[C:3]1[N:7]=[C:6]([C:8]2[CH:13]=[CH:12][C:11]([Cl:14])=[CH:10][CH:9]=2)[C:5]([CH3:16])([CH3:15])[S:4]1)[OH:2].[CH3:17][N:18]=[C:19]=[O:20]>>[CH3:17][NH:18][C:19]([O:2][N:1]=[C:3]1[N:7]=[C:6]([C:8]2[CH:13]=[CH:12][C:11]([Cl:14])=[CH:10][CH:9]=2)[C:5]([CH3:16])([CH3:15])[S:4]1)=[O:20]. Procedure: 2-oxo-4-(p-chlorophenyl)-5,5-dimethyl-3-thiazoline-oxime was reacted with methyl isocyanate as described in Example 4 to yield 2-oxo-4-(p-chlorophenyl)-5,5-dimethyl-3-thiazoline-O-(methylcarbamoyl)-oxime, m.p. 147°-149° C. The 2-oxo-4-(p-chlorophenyl)-5,5-dimethyl-3-thiazoline-oxime starting material melts at 205°-207° C. The reactants are BrC=1C=C2C(=C(C=NC2=CC1)C(=O)C1CC1)N[C@@H]1CC[C@H](CC1)NC(OC(C)(C)C)=O (tert-butyl trans-4-[6-bromo-3-(cyclopropanecarbonyl)quinolin-4-ylamino]cyclohexylcarbamate), C(#N)C1=CC=C(S1)B(O)O (5-cyanothiophen-2-ylboronic acid). Product: C(#N)C1=CC=C(S1)C=1C=C2C(=C(C=NC2=CC1)C(=O)C1CC1)N[C@@H]1CC[C@H](CC1)NC(OC(C)(C)C)=O (tert-Butyl trans-4-[6-(5-cyanothiophen-2-yl)-3-(cyclopropanecarbonyl)quinolin-4-ylamino]cyclohexylcarbamate). The yield is 46.5%. As a reaction SMILES: Br[C:2]1[CH:3]=[C:4]2[C:9](=[CH:10][CH:11]=1)[N:8]=[CH:7][C:6]([C:12]([CH:14]1[CH2:16][CH2:15]1)=[O:13])=[C:5]2[NH:17][C@H:18]1[CH2:23][CH2:22][C@H:21]([NH:24][C:25](=[O:31])[O:26][C:27]([CH3:30])([CH3:29])[CH3:28])[CH2:20][CH2:19]1.[C:32]([C:34]1[S:38][C:37](B(O)O)=[CH:36][CH:35]=1)#[N:33]>>[C:32]([C:34]1[S:38][C:37]([C:2]2[CH:3]=[C:4]3[C:9](=[CH:10][CH:11]=2)[N:8]=[CH:7][C:6]([C:12]([CH:14]2[CH2:15][CH2:16]2)=[O:13])=[C:5]3[NH:17][C@H:18]2[CH2:23][CH2:22][C@H:21]([NH:24][C:25](=[O:31])[O:26][C:27]([CH3:29])([CH3:28])[CH3:30])[CH2:20][CH2:19]2)=[CH:36][CH:35]=1)#[N:33]. Procedure: Following general procedure D, tert-butyl trans-4-[6-bromo-3-(cyclopropanecarbonyl)quinolin-4-ylamino]cyclohexylcarbamate (49 mg, 0.100 mmol) was reacted with 5-cyanothiophen-2-ylboronic acid (31 mg, 0.200 mmol) to afford the desired product (24 mg, 47%) as a brown solid: ESI MS m/z 517 [C29H32N4O3S+H]+. Starting materials: O=C(Cl)C12CC3CC(CC(C3)C1)C2, CCN(C(C)C)C(C)C, CC(C)O, ClCCl, N#Cc1ccccc1N1CCN(CCO)CC1. Yields the product N#Cc1ccccc1N1CCN(CCOC(=O)C23CC4CC(CC(C4)C2)C3)CC1. Reaction SMILES: [C:27]12([C:37](=[O:38])[Cl:39])[CH2:28][CH:29]3[CH2:30][CH:31]([CH2:32][CH:33]([CH2:34]1)[CH2:35]3)[CH2:36]2.[CH:18]([N:19]([CH:20]([CH3:21])[CH3:22])[CH2:23][CH3:24])([CH3:25])[CH3:26].[CH:40]([OH:41])([CH3:42])[CH3:43].[Cl:44][CH2:45][Cl:46].[OH:1][CH2:2][CH2:3][N:4]1[CH2:5][CH2:6][N:7]([c:10]2[c:11]([C:16]#[N:17])[cH:12][cH:13][cH:14][cH:15]2)[CH2:8][CH2:9]1>>[O:1]([CH2:2][CH2:3][N:4]1[CH2:5][CH2:6][N:7]([c:10]2[c:11]([C:16]#[N:17])[cH:12][cH:13][cH:14][cH:15]2)[CH2:8][CH2:9]1)[C:37]([C:27]12[CH2:28][CH:29]3[CH2:30][CH:31]([CH2:32][CH:33]([CH2:34]1)[CH2:35]3)[CH2:36]2)=[O:38]. The reactants are solution, C=NCCN1CCOCC1 (methylene-(2-morpholin-4-yl-ethyl)-amine), CO (methanol), FC=1C=C(CNC(C=C2OC(OC2=O)(C)C)=O)C=CC1F (N-(3,4-difluoro-benzyl)-2-(2,2-dimethyl-5-oxo-[1,3]dioxolan-4-ylidene)-acetamide). The product is FC=1C=C(CNC(=O)C=2CN(C(C2O)=O)CCN2CCOCC2)C=CC1F (4-Hydroxy-1-(2-morpholin-4-yl-ethyl)-5-oxo-2,5-dihydro-1H-pyrrole-3-carboxylic acid 3,4-difluoro-benzylamide). Isolated yield 31.0%. Reaction SMILES: [F:1][C:2]1[CH:3]=[C:4]([CH:18]=[CH:19][C:20]=1[F:21])[CH2:5][NH:6][C:7](=[O:17])[CH:8]=[C:9]1[C:13](=[O:14])OC(C)(C)[O:10]1.[CH2:22]=[N:23][CH2:24][CH2:25][N:26]1[CH2:31][CH2:30][O:29][CH2:28][CH2:27]1.CO>>[F:1][C:2]1[CH:3]=[C:4]([CH:18]=[CH:19][C:20]=1[F:21])[CH2:5][NH:6][C:7]([C:8]1[CH2:22][N:23]([CH2:24][CH2:25][N:26]2[CH2:31][CH2:30][O:29][CH2:28][CH2:27]2)[C:13](=[O:14])[C:9]=1[OH:10])=[O:17]. Procedure details: A mixture of N-(3,4-difluoro-benzyl)-2-(2,2-dimethyl-5-oxo-[1,3]dioxolan-4-ylidene)-acetamide (58 mg, 0.195 mmol) and a 0.2 mmol solution of methylene-(2-morpholin-4-yl-ethyl)-amine in methanol (1.1 mL, 0.22 mmol) was heated at 70° C. for 1 h. The reaction mixture was cooled to room temperature and purified by preparative HPLC using methanol/water (0.1% TFA) as the eluent. The fractions containing the product were combined and concentrated to give the title compound as a hydroscopic yellow powde... Starting materials: CNO, CCOC(C)=O, Cl, COc1ccc(C(=O)Cn2cncn2)cc1. Yields the product COc1ccc(C(Cn2cncn2)=[N+](C)[O-])cc1. As a reaction SMILES: [CH3:18][NH:19][OH:20].[CH3:21][CH2:22][O:23][C:24](=[O:25])[CH3:26].[ClH:17].[n:1]1([CH2:6][C:7](=[O:8])[c:9]2[cH:10][cH:11][c:12]([O:15][CH3:16])[cH:13][cH:14]2)[n:2][cH:3][n:4][cH:5]1>>[n:1]1([CH2:6][C:7]([c:9]2[cH:10][cH:11][c:12]([O:15][CH3:16])[cH:13][cH:14]2)=[N+:19]([CH3:18])[O-:20])[n:2][cH:3][n:4][cH:5]1.